From a dataset of the Open Reaction Database (ORD), a public repository of structured organic reaction records. describe an organic reaction: reactants, conditions, products, and yield Starting materials: NC=1C=C(C=CC1)S(=O)(=O)OC1=CC=C(C=C1)C (4-methylphenyl 3-aminobenzenesulfonate), NC=1C=C(C=CC1)S(=O)(=O)OC1=CC=C(C=C1)C (4-methylphenyl 3-aminobenzenesulfonate), N1=CC=CC=C1 (pyridine), C1=CC=CC=2C3=CC=CC=C3C(C12)OC(=O)NC1=CC=C2C=CC(=CC2=C1)C(=O)O (7-(fluoren-9-yloxycarbonylamino)naphthalene-2-carboxylic acid), S(=O)(Cl)Cl (thionyl chloride), N1=CC=CC=C1 (pyridine). Run in C(Cl)(Cl)Cl (chloroform), C(Cl)(Cl)Cl (chloroform). Reaction conditions: time 3 hour. Yields the product C1=CC=CC=2C3=CC=CC=C3C(C12)OC(=O)NC1=CC=C2C=CC(=CC2=C1)C(=O)NC=1C=C(C=CC1)S(=O)(=O)OC1=CC=C(C=C1)C (4-methylphenyl 3-{[7-(fluoren-9-yloxycarbonylamino)-2-naphthyl]carbonylamino}benzenesulfonate). As a reaction SMILES: [CH:1]1[C:13]2[CH:12]([O:14][C:15]([NH:17][C:18]3[CH:27]=[C:26]4[C:21]([CH:22]=[CH:23][C:24]([C:28](O)=[O:29])=[CH:25]4)=[CH:20][CH:19]=3)=[O:16])[C:11]3[C:6](=[CH:7][CH:8]=[CH:9][CH:10]=3)[C:5]=2[CH:4]=[CH:3][CH:2]=1.S(Cl)(Cl)=O.N1C=CC=CC=1.[NH2:41][C:42]1[CH:43]=[C:44]([S:48]([O:51][C:52]2[CH:57]=[CH:56][C:55]([CH3:58])=[CH:54][CH:53]=2)(=[O:50])=[O:49])[CH:45]=[CH:46][CH:47]=1>C(Cl)(Cl)Cl>[CH:10]1[C:11]2[CH:12]([O:14][C:15]([NH:17][C:18]3[CH:27]=[C:26]4[C:21]([CH:22]=[CH:23][C:24]([C:28]([NH:41][C:42]5[CH:43]=[C:44]([S:48]([O:51][C:52]6[CH:53]=[CH:54][C:55]([CH3:58])=[CH:56][CH:57]=6)(=[O:50])=[O:49])[CH:45]=[CH:46][CH:47]=5)=[O:29])=[CH:25]4)=[CH:20][CH:19]=3)=[O:16])[C:13]3[C:5](=[CH:4][CH:3]=[CH:2][CH:1]=3)[C:6]=2[CH:7]=[CH:8][CH:9]=1. Procedure details: To 104 mg (0.026 mmol) of compound 107 was added 6.5 mL of chloroform, 1.3 mL of thionyl chloride, and 100 μL of pyridine. The reaction was allowed to stir at ambient temperature for 3 hours and then all volatiles were removed in vacuo. The residue was stripped in vacuo from chloroform twice. To the resulting solid, suspended in 15 mL of chloroform was added 74 mg (0.028 mmol) of 4-methylphenyl 3-aminobenzenesulfonate (compound 5) and 27 μL (0.033 mmol) of pyridine as a solution in 1.5 mL of chl... Reaction SMILES: [CH2:52]1[O:53][CH2:54][CH2:55][CH2:56]1.[CH3:9][N:10]1[CH2:11][CH2:12][CH:13]([OH:16])[CH2:14][CH2:15]1.[N+:1](=[O:2])([O-:3])[c:4]1[cH:5][n:6][nH:7][cH:8]1.[N:36]([C:37]([O:38][C:39]([CH3:40])([CH3:41])[CH3:42])=[O:43])=[N:44][C:45]([O:46][C:47]([CH3:48])([CH3:49])[CH3:50])=[O:51].[c:17]1([P:18]([c:19]2[cH:20][cH:21][cH:22][cH:23][cH:24]2)[c:25]2[cH:26][cH:27][cH:28][cH:29][cH:30]2)[cH:31][cH:32][cH:33][cH:34][cH:35]1>>[N+:1](=[O:2])([O-:3])[c:4]1[cH:5][n:6]([CH:13]2[CH2:12][CH2:11][N:10]([CH3:9])[CH2:15][CH2:14]2)[n:7][cH:8]1. Yields the product CN1CCC(n2cc([N+](=O)[O-])cn2)CC1. Starting materials: C1CCOC1, CN1CCC(O)CC1, O=[N+]([O-])c1cn[nH]c1, CC(C)(C)OC(=O)N=NC(=O)OC(C)(C)C, c1ccc(P(c2ccccc2)c2ccccc2)cc1. Starting materials: C1CCOC1, CC(C)O, CCOC(=O)C(C)n1ncc2ccc(Oc3c(F)cc(C(F)(F)F)cc3Cl)cc21, [Na+], [OH-]. Product: CC(C(=O)O)n1ncc2ccc(Oc3c(F)cc(C(F)(F)F)cc3Cl)cc21. RXN SMILES: [CH2:32]1[O:33][CH2:34][CH2:35][CH2:36]1.[CH:37]([OH:38])([CH3:39])[CH3:40].[Cl:1][c:2]1[c:3]([O:4][c:5]2[cH:6][cH:7][c:8]3[cH:9][n:10][n:11]([CH:14]([C:15](=[O:16])[O:17][CH2:18][CH3:19])[CH3:20])[c:12]3[cH:13]2)[c:21]([F:29])[cH:22][c:23]([C:25]([F:26])([F:27])[F:28])[cH:24]1.[Na+:31].[OH-:30]>>[Cl:1][c:2]1[c:3]([O:4][c:5]2[cH:6][cH:7][c:8]3[cH:9][n:10][n:11]([CH:14]([C:15](=[O:16])[OH:17])[CH3:20])[c:12]3[cH:13]2)[c:21]([F:29])[cH:22][c:23]([C:25]([F:26])([F:27])[F:28])[cH:24]1. Reactants: FC1=C(C=CC2=CC(=CC=C12)[C@@H]1CC[C@H](CC1)CCC)C1=CC(=C(C=C1)F)F (1-fluoro-2-(3,4-difluorophenyl)-6-(trans-4-propylcyclohexyl)naphthalene), BrC1=CC(=C(C=C1)OC)F (1-bromo-3-fluoro-4-methoxybenzene). Reported procedure: 20 g of 1-fluoro-2(3-fluoro-4-hydroxyphenyl)-6-(trans-4-propylcyclohexyl)naphthalene (obtained in the same manner as in (5-f) except that 1-bromo-3-fluoro-4-methoxybenzene was used instead of 3,4-difluoro-1-bromobenzene to obtain 1-fluoro-2-(3-fluoro-4-methoxyphenyl)-6-(trans-4-propylcyclohexyl)naphthalene which was then demethylated with hydrobromic acid) was dissolved in 80 ml of dichloromethane. To the solution was then added dropwise 15.8 g of trifluoromethanesulfonic anhydride under cooling... Yields the product FC1=C(C=CC2=CC(=CC=C12)[C@@H]1CC[C@H](CC1)CCC)C1=CC(=C(C=C1)O)F (1-fluoro-2(3-fluoro-4-hydroxyphenyl)-6-(trans-4-propylcyclohexyl)naphthalene). Reaction SMILES: [F:1][C:2]1[C:11]2[C:6](=[CH:7][C:8]([C@H:12]3[CH2:17][CH2:16][C@H:15]([CH2:18][CH2:19][CH3:20])[CH2:14][CH2:13]3)=[CH:9][CH:10]=2)[CH:5]=[CH:4][C:3]=1[C:21]1[CH:26]=[CH:25][C:24](F)=[C:23]([F:28])[CH:22]=1.BrC1C=CC([O:36]C)=C(F)C=1>>[F:1][C:2]1[C:11]2[C:6](=[CH:7][C:8]([C@H:12]3[CH2:17][CH2:16][C@H:15]([CH2:18][CH2:19][CH3:20])[CH2:14][CH2:13]3)=[CH:9][CH:10]=2)[CH:5]=[CH:4][C:3]=1[C:21]1[CH:26]=[CH:25][C:24]([OH:36])=[C:23]([F:28])[CH:22]=1. The reactants are C(#N)C=1C=C2C=CC(=C(C2=CC1)C(=O)OCC(N(C)C)=O)O (6-cyano-1-dimethylcarbamoylmethoxycarbonyl-2-naphthol), Cl (hydrogen chloride), N (ammonia). Reaction SMILES: [C:1]([C:3]1[CH:4]=[C:5]2[C:10](=[CH:11][CH:12]=1)[C:9]([C:13]([O:15][CH2:16][C:17](=[O:21])[N:18]([CH3:20])[CH3:19])=[O:14])=[C:8]([OH:22])[CH:7]=[CH:6]2)#[N:2].[ClH:23].[NH3:24]>CO>[ClH:23].[C:1]([C:3]1[CH:4]=[C:5]2[C:10](=[CH:11][CH:12]=1)[C:9]([C:13]([O:15][CH2:16][C:17](=[O:21])[N:18]([CH3:19])[CH3:20])=[O:14])=[C:8]([OH:22])[CH:7]=[CH:6]2)(=[NH:24])[NH2:2] |f:4.5|. Product: Cl.C(N)(=N)C=1C=C2C=CC(=C(C2=CC1)C(=O)OCC(N(C)C)=O)O (6-amidino-1-dimethylcarbamoylmethoxycarbonyl-2-naphthol.hydrochloride). Reported procedure: 600 Milliliters of anhydrous methanol was added to 29.8 g of 6-cyano-1-dimethylcarbamoylmethoxycarbonyl-2-naphthol, and dry hydrogen chloride gas was passed through the solution under cooling with ice and stirring to saturate the solution with hydrogen chloride gas, followed by further stirring for 24 hours under cooling with water. The reaction mixture was added dropwise to 3.0 liters of anhydrous methanol, followed by stirring for 1 hour under cooling with ice and the precipitate was collected... The solvent is CO (methanol), CO (methanol), CO (methanol). Starting materials: CC1=CC(=C(C#N)C#N)C=C(C(C)(C)C)O1, C1CCNCC1, CN(C)c1sc(C=O)c2c1OCCO2, CCO. Product: CN(C)c1sc(C=CC2=CC(=C(C#N)C#N)C=C(C(C)(C)C)O2)c2c1OCCO2. Reaction SMILES: [C:1]([CH3:2])([CH3:3])([CH3:4])[C:5]1=[CH:10][C:9](=[C:11]([C:12]#[N:13])[C:14]#[N:15])[CH:8]=[C:7]([CH3:16])[O:6]1.[CH2:31]1[CH2:32][CH2:33][NH:34][CH2:35][CH2:36]1.[CH3:17][N:18]([c:19]1[s:20][c:21]([CH:28]=[O:29])[c:22]2[c:23]1[O:24][CH2:25][CH2:26][O:27]2)[CH3:30].[CH3:37][CH2:38][OH:39]>>[C:1]([CH3:2])([CH3:3])([CH3:4])[C:5]1=[CH:10][C:9](=[C:11]([C:12]#[N:13])[C:14]#[N:15])[CH:8]=[C:7]([CH:16]=[CH:28][c:21]2[s:20][c:19]([N:18]([CH3:17])[CH3:30])[c:23]3[c:22]2[O:27][CH2:26][CH2:25][O:24]3)[O:6]1.